This data is from the Open Reaction Database (ORD), a public repository of structured organic reaction records. The task is: describe an organic reaction: reactants, conditions, products, and yield Reactants: C1COCCN1, CN(C)C=O, CCO, Fc1ccc2c(-c3ccc(OCC4CO4)cc3)noc2c1. Yields the product OC(COc1ccc(-c2noc3cc(F)ccc23)cc1)CN1CCOCC1. Reaction SMILES: [CH2:22]1[CH2:23][O:24][CH2:25][CH2:26][NH:27]1.[CH3:28][N:29]([CH3:30])[CH:31]=[O:32].[CH3:33][CH2:34][OH:35].[F:1][c:2]1[cH:3][c:4]2[c:5]([c:6](-[c:9]3[cH:10][cH:11][c:12]([O:15][CH2:16][CH:17]4[O:18][CH2:19]4)[cH:13][cH:14]3)[n:7][o:8]2)[cH:20][cH:21]1>>[F:1][c:2]1[cH:3][c:4]2[c:5]([c:6](-[c:9]3[cH:10][cH:11][c:12]([O:15][CH2:16][CH:17]([OH:18])[CH2:19][N:27]4[CH2:22][CH2:23][O:24][CH2:25][CH2:26]4)[cH:13][cH:14]3)[n:7][o:8]2)[cH:20][cH:21]1. Starting materials: NC1[C@@H]2N(C(=C(CS2)CSC2=NN=NN2C)C(=O)O)C1=O (7-amino-3-[(1-methyl-1H-tetrazol-5-yl)thiomethyl]ceph-3-em-4-carboxylic acid), C(C)O (ethanol), N,O-bis-(trimethylsilyl)acetamide, S1C(=NC2=C1C=CC=C2)SC(C(=O)C=2N=C(SC2)N)=O (2-(2-aminothiazol-4-yl)-2-oxothioacetic-acid-S-benzothiazol-2-ylester). The solvent is ClCCl (dichloromethane). Conditions: time 15 minute. Yields the product NC=1SC=C(N1)C(C(=O)NC1C2SCC(=C(N2C1=O)C(=O)O)CSC1=NN=NN1C)=O (7-[[(2-amino-4-thiazolyl)-2-oxoacetyl]amino]-3-[[(1-methyl-1H-tetrazol-5-yl)thio]methyl]-8-oxo-5-thia-1-aza-bicyclo[4.2.0]oct-2-en-2-carboxylic acid). RXN SMILES: [NH2:1][CH:2]1[C:20](=[O:21])[N:4]2[C:5]([C:17]([OH:19])=[O:18])=[C:6]([CH2:9][S:10][C:11]3[N:15]([CH3:16])[N:14]=[N:13][N:12]=3)[CH2:7][S:8][C@H:3]12.S1C2C=CC=CC=2N=C1S[C:32](=[O:41])[C:33]([C:35]1[N:36]=[C:37]([NH2:40])[S:38][CH:39]=1)=[O:34].C(O)C>ClCCl>[NH2:40][C:37]1[S:38][CH:39]=[C:35]([C:33](=[O:34])[C:32]([NH:1][CH:2]2[C:20](=[O:21])[N:4]3[CH:3]2[S:8][CH2:7][C:6]([CH2:9][S:10][C:11]2[N:15]([CH3:16])[N:14]=[N:13][N:12]=2)=[C:5]3[C:17]([OH:19])=[O:18])=[O:41])[N:36]=1. Procedure details: 3.29 g of 7-amino-3-[(1-methyl-1H-tetrazol-5-yl)thiomethyl]ceph-3-em-4-carboxylic acid are suspended in 25 ml of dichloromethane and mixed with 2.7 ml of N,O-bis-(trimethylsilyl)acetamide. After 15 minutes, a clear solution is present. This is cooled to -15°, and 3.9 g of 2-(2-aminothiazol-4-yl)-2-oxothioacetic-acid-S-benzothiazol-2-ylester are added. After stirring for four hours at -15°, the preparation is stirred into 100 ml of ethanol, whereby the end product precipitates. This is stirred fo... Starting materials: Cl.C(C)C1N(CCCC1)C1=C(C=C(C(=O)O)C=C1)COC (4-(2-ethylpiperidin-1-yl)-3-(methoxymethyl)benzoic acid, hydrochloride salt), NC(C=1C=C(CN(C)CC(=O)OC(C)(C)C)C=CC1)=NO (tert-butyl [{3-[amino(hydroxyimino)methyl]benzyl}(methyl)amino]acetate). Product: C(C)C1N(CCCC1)C1=C(C=C(C=C1)C1=NC(=NO1)C=1C=C(CN(CC(=O)OC(C)(C)C)C)C=CC1)COC (Tert-butyl N-(3-{5-[4-(2-ethylpiperidin-1-yl)-3-(methoxymethyl)phenyl]-1,2,4-oxadiazol-3-yl}benzyl)-N-methylglycinate), Cl.C(C)C1N(CCCC1)C1=C(C=C(C=C1)C1=NC(=NO1)C=1C=C(CN(CC(=O)O)C)C=CC1)COC (N-(3-{5-[4-(2-ethylpiperidin-1-yl)-3-(methoxymethyl)phenyl]-1,2,4-oxadiazol-3-yl}benzyl)-N-methylglycine, hydrochloride salt). RXN SMILES: [ClH:1].[CH2:2]([CH:4]1[CH2:9][CH2:8][CH2:7][CH2:6][N:5]1[C:10]1[CH:18]=[CH:17][C:13]([C:14]([OH:16])=O)=[CH:12][C:11]=1[CH2:19][O:20][CH3:21])[CH3:3].[NH2:22][C:23](=[N:41][OH:42])[C:24]1[CH:25]=[C:26]([CH:38]=[CH:39][CH:40]=1)[CH2:27][N:28]([CH2:30][C:31]([O:33][C:34]([CH3:37])([CH3:36])[CH3:35])=[O:32])[CH3:29]>>[CH2:2]([CH:4]1[CH2:9][CH2:8][CH2:7][CH2:6][N:5]1[C:10]1[CH:18]=[CH:17][C:13]([C:14]2[O:16][N:41]=[C:23]([C:24]3[CH:25]=[C:26]([CH:38]=[CH:39][CH:40]=3)[CH2:27][N:28]([CH3:29])[CH2:30][C:31]([O:33][C:34]([CH3:35])([CH3:37])[CH3:36])=[O:32])[N:22]=2)=[CH:12][C:11]=1[CH2:19][O:20][CH3:21])[CH3:3].[ClH:1].[CH2:2]([CH:4]1[CH2:9][CH2:8][CH2:7][CH2:6][N:5]1[C:10]1[CH:18]=[CH:17][C:13]([C:14]2[O:42][N:41]=[C:23]([C:24]3[CH:25]=[C:26]([CH:38]=[CH:39][CH:40]=3)[CH2:27][N:28]([CH3:29])[CH2:30][C:31]([OH:33])=[O:32])[N:22]=2)=[CH:12][C:11]=1[CH2:19][O:20][CH3:21])[CH3:3] |f:0.1,4.5|. Procedure: Tert-butyl N-(3-{5-[4-(2-ethylpiperidin-1-yl)-3-(methoxymethyl)phenyl]-1,2,4-oxadiazol-3-yl}benzyl)-N-methylglycinate was prepared following the general procedure 3 starting from Intermediate 9 and Intermediate 21. It was hydrolyzed following general procedure 8 to afford the title compound as a white powder. LC/MS (Method B): 479.4 (M+H)+, 477.4 (M−H)−. HPLC (Method A) Rt 2.74 min (Purity: 98.5%). Reactants: O1CCOCC1 (Dioxane), [N+]1(=CC=CC2=CC=CC=C12)[O-] (quinoline N-oxide), C(C1=CC=CC=C1)(=O)Cl (benzoyl chloride), [C-]#N.[K+] (potassium cyanide). Run in O (water), O (water). Conditions: time 2.5 hour. Product: C(#N)C1=NC2=CC=CC=C2C=C1 (2-cyanoquinoline). The yield is 98.7%. Reaction SMILES: [N+:1]1([O-])[C:10]2[C:5](=[CH:6][CH:7]=[CH:8][CH:9]=2)[CH:4]=[CH:3][CH:2]=1.C(Cl)(=O)C1C=CC=CC=1.[C-:21]#[N:22].[K+].O1CCOCC1>O>[C:21]([C:2]1[CH:3]=[CH:4][C:5]2[C:10](=[CH:9][CH:8]=[CH:7][CH:6]=2)[N:1]=1)#[N:22] |f:2.3|. Procedure: To a solution of quinoline N-oxide (2 g, 13.8 mmol) was added benzoyl chloride (2.6 mL, 22.0 mmol), followed by water (20 mL). Then, a solution of potassium cyanide (3.6 g, 55.1 mmol) in water (80 mL) was added slowly over a period of 15 minutes with vigorous stirring. Dioxane (15 mL) was added to help the solubility. After the mixture was stirred at RT for 2.5 hours, it was extracted with equal volume of dichloromethane three times. The organic layer was dried over anhydrous sodium sulfate and ... Reactants: C[Si](C)(C)N=C=O, CC(Oc1c(N)ncc2c(C3=CCCNC3)coc12)c1c(Cl)ccc(F)c1Cl, ClCCl. Yields the product CC(Oc1c(N)ncc2c(C3=CCCN(C(N)=O)C3)coc12)c1c(Cl)ccc(F)c1Cl. As a reaction SMILES: [CH3:29][Si:30]([CH3:31])([CH3:32])[N:33]=[C:34]=[O:35].[Cl:1][c:2]1[c:3]([CH:10]([CH3:11])[O:12][c:13]2[c:14]3[c:15]([cH:16][n:17][c:18]2[NH2:19])[c:20]([C:23]2=[CH:28][CH2:27][CH2:26][NH:25][CH2:24]2)[cH:21][o:22]3)[c:4]([Cl:9])[cH:5][cH:6][c:7]1[F:8].[Cl:36][CH2:37][Cl:38]>>[Cl:1][c:2]1[c:3]([CH:10]([CH3:11])[O:12][c:13]2[c:14]3[c:15]([cH:16][n:17][c:18]2[NH2:19])[c:20]([C:23]2=[CH:28][CH2:27][CH2:26][N:25]([C:34]([NH2:33])=[O:35])[CH2:24]2)[cH:21][o:22]3)[c:4]([Cl:9])[cH:5][cH:6][c:7]1[F:8].